This data is from the Open Reaction Database (ORD), a public repository of structured organic reaction records. The task is: describe an organic reaction: reactants, conditions, products, and yield Starting materials: ethyl acetate hexanes, COC=1C=C(C=CC1)C=C(C(=O)OCC)C(C)=O (2-[(3-methoxyphenyl)methylene]-3-oxobutanoic acid, ethyl ester), Cl.COC1=CC=C(CSC(N)=N)C=C1 (S-(4-methoxybenzyl)thiopseudourea, hydrochloride), C(C)(=O)[O-].[Na+] (sodium acetate), 1,4-dihydro-2-[[(4-methoxyphenyl)methyl]thio]-4-(3-methoxyphenyl)- 6-methyl-5-pyrimidinedicarboxylic acid, ethyl ester. Solvent: CN(C=O)C (dimethylformamide), CCOCC (ether). Reaction conditions: time 4 hour. The product is COC1=CC=C(C=C1)CSC=1NC(=C(C(N1)C1=CC(=CC=C1)OC)C(=O)OCC)C (1,4-Dihydro-2-[[(4-methoxyphenyl)methyl]thio]-4-(3-methoxyphenyl)-6-methyl-5-pyrimidinecarboxylic acid, ethyl ester). RXN SMILES: [CH3:1][O:2][C:3]1[CH:4]=[C:5]([CH:9]=[C:10]([C:16](=O)[CH3:17])[C:11]([O:13][CH2:14][CH3:15])=[O:12])[CH:6]=[CH:7][CH:8]=1.Cl.[CH3:20][O:21][C:22]1[CH:32]=[CH:31][C:25]([CH2:26][S:27][C:28](=[NH:30])[NH2:29])=[CH:24][CH:23]=1.C([O-])(=O)C.[Na+]>CN(C)C=O.CCOCC>[CH3:20][O:21][C:22]1[CH:23]=[CH:24][C:25]([CH2:26][S:27][C:28]2[NH:30][C:16]([CH3:17])=[C:10]([C:11]([O:13][CH2:14][CH3:15])=[O:12])[CH:9]([C:5]3[CH:6]=[CH:7][CH:8]=[C:3]([O:2][CH3:1])[CH:4]=3)[N:29]=2)=[CH:31][CH:32]=1 |f:1.2,3.4|. Procedure details: A mixture of 2-[(3-methoxyphenyl)methylene]-3-oxobutanoic acid, ethyl ester (2.0 g., 8 mmole), S-(4-methoxybenzyl)thiopseudourea, hydrochloride (1.87 g., 8 mmole), and sodium acetate (0.67 g., 8 mmole) in dimethylformamide (10 ml.) is stirred at 70° for 4 hours. The cooled mixture is diluted with ether and washed with water, sodium bicarbonate, and brine. The dried solution is evaporated to give 2.85 g. of an impure oil. Flash chromatography using ethyl acetate:hexanes (1:3) gives 2.0 g. of 1,4-... The reactants are CC(C(=O)[O-])C1CCN2C1=C(C=1C(=CC(=CC21)F)Br)C(C2=C(C=C(C=C2)Cl)C#N)=O ((+/−)-methyl[8-bromo-9-(4-chloro-2-cyanobenzoyl)-6-fluoro-2,3-dihydro-1H-pyrrolo[1,2-a]indol-1-yl]acetate), C1CCOC1.CO (THF MeOH), CC(=O)O (AcOH), [Li+].[OH-] (LiOH). The solvent is [Cl-].[Na+].O (brine). Run at time 16 hour. Product: NC(=O)C1=C(C(=O)C2=C3N(C=4C=C(C=C(C24)Br)F)CCC3CC(=O)O)C=CC(=C1)Cl ((+/−)-{9-[2-(aminocarbonyl)-4-chlorobenzoyl]-8-bromo-6-fluoro-2,3-dihydro-1H-pyrrolo[1,2-a]indol-1-yl}acetic acid). Reaction SMILES: C[CH:2]([CH:6]1[C:10]2=[C:11]([C:20](=[O:30])[C:21]3[CH:26]=[CH:25][C:24]([Cl:27])=[CH:23][C:22]=3[C:28]#[N:29])[C:12]3[C:13]([Br:19])=[CH:14][C:15]([F:18])=[CH:16][C:17]=3[N:9]2[CH2:8][CH2:7]1)[C:3]([O-:5])=[O:4].C1C[O:34]CC1.CO.[Li+].[OH-].CC(O)=O>[Cl-].[Na+].O>[NH2:29][C:28]([C:22]1[CH:23]=[C:24]([Cl:27])[CH:25]=[CH:26][C:21]=1[C:20]([C:11]1[C:12]2[C:13]([Br:19])=[CH:14][C:15]([F:18])=[CH:16][C:17]=2[N:9]2[CH2:8][CH2:7][CH:6]([CH2:2][C:3]([OH:5])=[O:4])[C:10]=12)=[O:30])=[O:34] |f:1.2,3.4,6.7.8|. Procedure details: To a solution of the compound of Step 1 (30 mg) in a 3/1 mixture of THF/MeOH (3 mL) was added 1N LiOH (1 mL, aqueous solution). The reaction mixture was stirred at r.t. for 16 h and AcOH (0.5 mL) and brine (5 mL) were added. The aqueous layer was extracted with EtOAc. The combined organic layers were dried over Na2SO4 and concentrated. The residue was swished in EtOAc to give 18 mg of the title compound as a white solid. The reactants are S(O)(O)(=O)=O.C(C1=CC=CC=C1)OC(N(CC1CCCCC1)CC=O)=O (N-cyclohexylmethyl-(2-oxoethyl)-carbamic acid benzyl ester bisulfate), CC1CCCO1 (MeTHF), [OH-].[Na+] (NaOH). The solvent is O (water). Reaction conditions: time 5 minute. The product is C(C1=CC=CC=C1)OC(N(CC1CCCCC1)CC=O)=O (N-cyclohexylmethyl-(2-oxoethyl)-carbamic acid benzyl ester). RXN SMILES: S(=O)(=O)(O)O.[CH2:6]([O:13][C:14](=[O:26])[N:15]([CH2:23][CH:24]=[O:25])[CH2:16][CH:17]1[CH2:22][CH2:21][CH2:20][CH2:19][CH2:18]1)[C:7]1[CH:12]=[CH:11][CH:10]=[CH:9][CH:8]=1.CC1OCCC1.[OH-].[Na+]>O>[CH2:6]([O:13][C:14](=[O:26])[N:15]([CH2:23][CH:24]=[O:25])[CH2:16][CH:17]1[CH2:18][CH2:19][CH2:20][CH2:21][CH2:22]1)[C:7]1[CH:12]=[CH:11][CH:10]=[CH:9][CH:8]=1 |f:0.1,3.4|. Procedure details: To a 100 mL flask was added N-cyclohexylmethyl-(2-oxoethyl)-carbamic acid benzyl ester bisulfate adduct (3.94 g, 1 mmol) and MeTHF (35 mL), followed by water (25 mL). The resulting slurry was stirred at room temperature for 5 min and 1 M NaOH (8 mL) was added. The reaction mixture was stirred at room temperature for 45 min. The layers were separated and the volume of the organic layer was reduced to −8 mL to provide the crude title intermediate. Starting materials: compound, CN(C=O)C (N,N-dimethylformamide), FC1=C(C#N)C=CC=C1 (2-fluorbenzonitrile), C([O-])([O-])=O.[K+].[K+] (potassium carbonate). Run at temperature 80 celsius, time 20 hour. The product is CC1=CC=CC=2N(C=NC21)C2=C(C#N)C=CC=C2 (2-(4-Methyl-1H-benzimidazol-1-yl)-benzonitrile). Yield: 68.0%. Reaction SMILES: F[C:2]1[CH:9]=[CH:8][CH:7]=[CH:6][C:3]=1[C:4]#[N:5].C(=O)([O-])[O-].[K+].[K+].C[N:17]([CH3:20])[CH:18]=O>>[CH3:6][C:3]1[C:4]2[N:5]=[CH:18][N:17]([C:2]3[CH:9]=[CH:8][CH:7]=[CH:6][C:3]=3[C:4]#[N:5])[C:20]=2[CH:8]=[CH:9][CH:2]=1 |f:1.2.3|. Procedure details: The title A compound (133 mg, 1.01 mmol), 2-fluorbenzonitrile (164 μL, 1.51 mmol) and finely ground potassium carbonate (279 mg, 2.02 mmol) were combined in 1 mL of N,N-dimethylformamide (DMF) and heated to 80° C. After stirring for 20 hours, the DMF was removed in vacuo and the brown solid residue was partitioned between saturated sodium bicarbonate and ethyl acetate. The aqueous phase was extracted with ethyl acetate and the combined organic extracts were dried over magnesium sulfate, filtered... Starting materials: C([O-])([O-])=O.[Cs+].[Cs+] (Cesium carbonate), C(C1=CC=CC=C1)Br (benzyl bromide), C(=O)C1=C(C=CC=C1)NS(=O)(=O)C (N-(2-formylphenyl)methanesulfonamide). The solvent is C(C)#N (acetonitrile), CCOC(=O)C (EtOAc). Reaction conditions: temperature 60 celsius. Yields the product C(C1=CC=CC=C1)N1S(C=CC2=C1C=CC=C2)(=O)=O (1-benzyl-1H-benzo[c][1,2]thiazine 2,2-dioxide). The yield is 86.8%. As a reaction SMILES: C(=O)([O-])[O-].[Cs+].[Cs+].[CH2:7](Br)[C:8]1[CH:13]=[CH:12][CH:11]=[CH:10][CH:9]=1.[CH:15]([C:17]1[CH:22]=[CH:21][CH:20]=[CH:19][C:18]=1[NH:23][S:24]([CH3:27])(=[O:26])=[O:25])=O>C(#N)C.CCOC(C)=O>[CH2:7]([N:23]1[C:18]2[CH:19]=[CH:20][CH:21]=[CH:22][C:17]=2[CH:15]=[CH:27][S:24]1(=[O:26])=[O:25])[C:8]1[CH:13]=[CH:12][CH:11]=[CH:10][CH:9]=1 |f:0.1.2|. Reported procedure: Cesium carbonate (18.0 g, 55 mmol) and benzyl bromide (6.6 mL, 55 mmol) were added to a solution of N-(2-formylphenyl)methanesulfonamide (5.50 g, 27.6 mmol) in acetonitrile (120 mL). The reaction mixture was heated at 60° C. for 16 h and then cooled to ambient temperature. The mixture was diluted with EtOAc (200 mL) and filtered. The filtration cake was washed with EtOAc (200 mL) and the combined organics were concentrated. The residue was purified by flash column chromatography on silica gel (E... The reactants are C1(=CC=CC=C1)CC(C1=CC=NC=C1)NC(C1=C(C=CC=C1)C)=O (N-[2-phenyl-1-(4-pyridyl)ethyl]-2-methylbenzamide), O=P12OP3(=O)OP(=O)(O1)OP(=O)(O2)O3 (phosphorus pentoxide), O=P12OP3(=O)OP(=O)(O1)OP(=O)(O2)O3 (phosphorus pentoxide). Solvent: C1CCCC2=CC=CC=C12 (tetralin). Run at temperature 230 celsius, time 5 hour. Product: CC1=C(C=CC=C1)C1=NC(=CC2=CC=CC=C12)C1=CC=NC=C1 (1-(2-Methylphenyl)-3-(4-pyridyl)isoquinoline). Isolated yield 72.1%. As a reaction SMILES: [C:1]1([CH2:7][CH:8]([NH:15][C:16](=O)[C:17]2[CH:22]=[CH:21][CH:20]=[CH:19][C:18]=2[CH3:23])[C:9]2[CH:14]=[CH:13][N:12]=[CH:11][CH:10]=2)[CH:6]=[CH:5][CH:4]=[CH:3][CH:2]=1.O=P12OP3(OP(OP(O3)(O1)=O)(=O)O2)=O>C1C2C(=CC=CC=2)CCC1>[CH3:23][C:18]1[CH:19]=[CH:20][CH:21]=[CH:22][C:17]=1[C:16]1[C:6]2[C:1](=[CH:2][CH:3]=[CH:4][CH:5]=2)[CH:7]=[C:8]([C:9]2[CH:14]=[CH:13][N:12]=[CH:11][CH:10]=2)[N:15]=1. Reported procedure: 37 g of N-[2-phenyl-1-(4-pyridyl)ethyl]-2-methylbenzamide in 800 ml of tetralin are heated with 240 g of phosphorus pentoxide and 60 g of Celite filtration aid, to improve distribution, at 180°-200° C. for 5 hours. After cooling to 120°-140° C., a further 120 g of phosphorus pentoxide are added and the mixture is heated at 230° C. (reflux) for 16 hours. After cooling, the tetralin is decanted off and the residue is washed several times with toluene. The washed residue is suspended in toluene and...